From a dataset of the Open Reaction Database (ORD), a public repository of structured organic reaction records. describe an organic reaction: reactants, conditions, products, and yield Reactants: FC1=C(N)C=CC(=C1)[N+](=O)[O-] (2-fluoro-4-nitroaniline), C(=O)([O-])[O-].[Cs+].[Cs+] (Cs2CO3), ClCCCC1OCCC1 (2-(3-chloropropyl)tetrahydrofuran), N#N (N2). Run in CN(C)C=O (DMF). Conditions: temperature 140 celsius, time 48 hour. Yields the product FC1=C(NCCCC2OCCC2)C=CC(=C1)[N+](=O)[O-] (2-fluoro-4-nitro-N-(3-(tetrahydrofuran-2-yl)propyl)aniline). Isolated yield 31.0%. RXN SMILES: [F:1][C:2]1[CH:8]=[C:7]([N+:9]([O-:11])=[O:10])[CH:6]=[CH:5][C:3]=1[NH2:4].C([O-])([O-])=O.[Cs+].[Cs+].Cl[CH2:19][CH2:20][CH2:21][CH:22]1[CH2:26][CH2:25][CH2:24][O:23]1.N#N>CN(C=O)C>[F:1][C:2]1[CH:8]=[C:7]([N+:9]([O-:11])=[O:10])[CH:6]=[CH:5][C:3]=1[NH:4][CH2:19][CH2:20][CH2:21][CH:22]1[CH2:26][CH2:25][CH2:24][O:23]1 |f:1.2.3|. Procedure: To a mixture of 2-fluoro-4-nitroaniline (7.02 g, 45.0 mmol), Cs2CO3 (29.3 g, 90.0 mmol), KI (16.6 g, 100 mmol) and DMF (100 mL) was added 2-(3-chloropropyl)tetrahydrofuran (7.43 g, 50.0 mmol) dropwise under N2 and the mixture was stirred at 140° C. for 48 h. The mixture was cooled to rt and filtered and the filtrate was concentrated in vacuo. To the residue was added water (30 mL) and the mixture was extracted with DCM (30 mL×4). The combined organic layers were washed with brine (40 mL×2), drie... Reactants: FC(F)(F)C(F)(F)C(F)(F)C(F)(F)CCCCOc1ccc(Br)cc1, C=CCCO, CCCCCCCCCc1ccc(-c2ccc(-c3ccc(O)cc3)c(F)c2F)cc1, CCOC(=O)N=NC(=O)OCC, c1ccc(P(c2ccccc2)c2ccccc2)cc1. The product is C=CCCOc1ccc(-c2ccc(-c3ccc(CCCCCCCCC)cc3)c(F)c2F)cc1. RXN SMILES: [Br:67][c:68]1[cH:69][cH:70][c:71]([O:72][CH2:73][CH2:74][CH2:75][CH2:76][C:77]([F:78])([F:79])[C:80]([F:81])([F:82])[C:83]([F:84])([F:85])[C:86]([F:87])([F:88])[F:89])[cH:90][cH:91]1.[CH2:13]([CH2:14][CH:15]=[CH2:16])[OH:17].[F:18][c:19]1[c:20](-[c:41]2[cH:42][cH:43][c:44]([OH:47])[cH:45][cH:46]2)[cH:21][cH:22][c:23](-[c:26]2[cH:27][cH:28][c:29]([CH2:32][CH2:33][CH2:34][CH2:35][CH2:36][CH2:37][CH2:38][CH2:39][CH3:40])[cH:30][cH:31]2)[c:24]1[F:25].[O:1]=[C:2]([O:3][CH2:4][CH3:5])[N:6]=[N:7][C:8]([O:9][CH2:10][CH3:11])=[O:12].[c:48]1([P:49]([c:50]2[cH:51][cH:52][cH:53][cH:54][cH:55]2)[c:56]2[cH:57][cH:58][cH:59][cH:60][cH:61]2)[cH:62][cH:63][cH:64][cH:65][cH:66]1>>[CH2:13]([CH2:14][CH:15]=[CH2:16])[O:17][c:44]1[cH:43][cH:42][c:41](-[c:20]2[c:19]([F:18])[c:24]([F:25])[c:23](-[c:26]3[cH:27][cH:28][c:29]([CH2:32][CH2:33][CH2:34][CH2:35][CH2:36][CH2:37][CH2:38][CH2:39][CH3:40])[cH:30][cH:31]3)[cH:22][cH:21]2)[cH:46][cH:45]1. The reactants are ClC1=C(COC(NC=2C=NN(C2)CC=2OC(=CC2)C=O)=O)C=CC=C1 ([1-(5-formyl-furan-2-ylmethyl)-1H-pyrazol-4-yl]-carbamic acid 2-chloro-benzyl ester), C(C)[Mg]Br (ethylmagnesium bromide). Product: ClC1=C(COC(NC=2C=NN(C2)CC=2OC(=CC2)C(CC)=O)=O)C=CC=C1 ([1-(5-Propionyl-furan-2-ylmethyl)-1H-pyrazol-4-yl]-carbamic acid 2-chloro-benzyl ester). Reaction SMILES: [Cl:1][C:2]1[CH:25]=[CH:24][CH:23]=[CH:22][C:3]=1[CH2:4][O:5][C:6](=[O:21])[NH:7][C:8]1[CH:9]=[N:10][N:11]([CH2:13][C:14]2[O:15][C:16]([CH:19]=[O:20])=[CH:17][CH:18]=2)[CH:12]=1.[CH2:26]([Mg]Br)[CH3:27]>>[Cl:1][C:2]1[CH:25]=[CH:24][CH:23]=[CH:22][C:3]=1[CH2:4][O:5][C:6](=[O:21])[NH:7][C:8]1[CH:9]=[N:10][N:11]([CH2:13][C:14]2[O:15][C:16]([C:19](=[O:20])[CH2:26][CH3:27])=[CH:17][CH:18]=2)[CH:12]=1. Procedure details: Following general procedures G and H, starting from [1-(5-formyl-furan-2-ylmethyl)-1H-pyrazol-4-yl]-carbamic acid 2-chloro-benzyl ester and ethylmagnesium bromide. As a reaction SMILES: Cl[C:2]1[N:7]=[C:6]([C:8]2[S:12][C:11]([C:13]([CH3:16])([CH3:15])[CH3:14])=[N:10][C:9]=2[C:17]2[C:18]([F:35])=[C:19]([NH:23][S:24]([C:27]3[CH:32]=[C:31]([F:33])[CH:30]=[CH:29][C:28]=3[F:34])(=[O:26])=[O:25])[CH:20]=[CH:21][CH:22]=2)[CH:5]=[CH:4][N:3]=1.[CH3:36][Zn]C.C1(C)C=CC=CC=1.C(Cl)Cl>O1CCOCC1.C1C=CC(P(C2C=CC=CC=2)[C-]2C=CC=C2)=CC=1.C1C=CC(P(C2C=CC=CC=2)[C-]2C=CC=C2)=CC=1.Cl[Pd]Cl.[Fe+2].CO>[CH3:14][C:13]([C:11]1[S:12][C:8]([C:6]2[CH:5]=[CH:4][N:3]=[C:2]([CH3:36])[N:7]=2)=[C:9]([C:17]2[C:18]([F:35])=[C:19]([NH:23][S:24]([C:27]3[CH:32]=[C:31]([F:33])[CH:30]=[CH:29][C:28]=3[F:34])(=[O:26])=[O:25])[CH:20]=[CH:21][CH:22]=2)[N:10]=1)([CH3:16])[CH3:15] |f:5.6.7.8|. Solvent: O1CCOCC1 (1,4-dioxane), CO (MeOH). Product: CC(C)(C)C=1SC(=C(N1)C=1C(=C(C=CC1)NS(=O)(=O)C1=C(C=CC(=C1)F)F)F)C1=NC(=NC=C1)C (N-{3-[2-(1,1-Dimethylethyl)-5-(2-methyl-4-pyrimidinyl)-1,3-thiazol-4-yl]-2-fluorophenyl}-2,5-difluorobenzenesulfonamide), solid. The yield is 80.0%. Procedure: To a suspension of N-{3-[5-(2-chloro-4-pyrimidinyl)-2-(1,1-dimethylethyl)-1,3-thiazol-4-yl]-2-fluorophenyl}-2,5-difluorobenzenesulfonamide (21.54 g, 40 mmol) in 1,4-dioxane (300 mL) was bubble with argon for 10 min. The reaction mixture was treated with 2N dimethylzinc in toluene (40 mL, 80 mmol) under argon. The reaction mixture was treated with PdCl2(dppf).CH2Cl2 adduct (0.326 g, 0.400 mmol) and heated to 80° C. After 2 h, the reaction was check by HPLC. The reaction was cooled to room tempera... The reagents and catalysts are C1=CC=C(C=C1)P([C-]2C=CC=C2)C3=CC=CC=C3.C1=CC=C(C=C1)P([C-]2C=CC=C2)C3=CC=CC=C3.Cl[Pd]Cl.[Fe+2] (PdCl2(dppf)). The reactants are ClC1=NC=CC(=N1)C1=C(N=C(S1)C(C)(C)C)C=1C(=C(C=CC1)NS(=O)(=O)C1=C(C=CC(=C1)F)F)F (N-{3-[5-(2-chloro-4-pyrimidinyl)-2-(1,1-dimethylethyl)-1,3-thiazol-4-yl]-2-fluorophenyl}-2,5-difluorobenzenesulfonamide), C(Cl)Cl (CH2Cl2), C[Zn]C (dimethylzinc), C1(=CC=CC=C1)C (toluene). Reaction conditions: time 2 hour. Starting materials: C(C)(C)(C)[Si](OCCN1N=C(C=C1)NC([C@H](CC1CCCC1)C1=CC(=C(C=C1)S(=O)(=O)C)OC)=O)(C)C ((R)—N-{1-[2-(tert-Butyl-dimethyl-silanyloxy)-ethyl]-1H-pyrazol-3-yl}-3-cyclopentyl-2-(4-methanesulfonyl-3-methoxy-phenyl)-propionamide), O1CCCC1 (tetrahydrofuran), O (water). Reagents/catalysts: Cl (hydrochloric acid). The solvent is C(C)(=O)O (acetic acid). Run at temperature 25 celsius, time 2 hour. Yields the product C1(CCCC1)C[C@@H](C(=O)NC1=NN(C=C1)CCO)C1=CC(=C(C=C1)S(=O)(=O)C)OC ((R)-3-cyclopentyl-N-[1-(2-hydroxy-ethyl)-1H-pyrazol-3-yl]-2-(4-methanesulfonyl-3-methoxy-phenyl)-propionamide). Isolated yield 30.6%. Reaction SMILES: C([Si](C)(C)[O:6][CH2:7][CH2:8][N:9]1[CH:13]=[CH:12][C:11]([NH:14][C:15](=[O:35])[C@@H:16]([C:23]2[CH:28]=[CH:27][C:26]([S:29]([CH3:32])(=[O:31])=[O:30])=[C:25]([O:33][CH3:34])[CH:24]=2)[CH2:17][CH:18]2[CH2:22][CH2:21][CH2:20][CH2:19]2)=[N:10]1)(C)(C)C.O1CCCC1.O>Cl.C(O)(=O)C>[CH:18]1([CH2:17][C@H:16]([C:23]2[CH:28]=[CH:27][C:26]([S:29]([CH3:32])(=[O:31])=[O:30])=[C:25]([O:33][CH3:34])[CH:24]=2)[C:15]([NH:14][C:11]2[CH:12]=[CH:13][N:9]([CH2:8][CH2:7][OH:6])[N:10]=2)=[O:35])[CH2:19][CH2:20][CH2:21][CH2:22]1. Procedure: In a round bottom flask was placed (R)—N-{1-[2-(tert-Butyl-dimethyl-silanyloxy)-ethyl]-1H-pyrazol-3-yl}-3-cyclopentyl-2-(4-methanesulfonyl-3-methoxy-phenyl)-propionamide (14 mg, 0.03 mmol), tetrahydrofuran (2 mL), water (0.5 mL) and acetic acid (2 mL). It was stirred at 25° C. for 2 h and after this time concentrated hydrochloric acid (2 drops) was added and the reaction was complete in 20 min. The reaction was worked up and then purified on a Biotage Flash chromatography system (12M column, sil...